From a dataset of the Open Reaction Database (ORD), a public repository of structured organic reaction records. describe an organic reaction: reactants, conditions, products, and yield Reactants: CCOC(=O)c1c(C)cnn1-c1ccccc1OC, CO, [Na+], [OH-]. The product is COc1ccccc1-n1ncc(C)c1C(=O)O. Reaction SMILES: [CH3:1][O:2][c:3]1[c:4](-[n:9]2[n:10][cH:11][c:12]([CH3:19])[c:13]2[C:14](=[O:15])[O:16][CH2:17][CH3:18])[cH:5][cH:6][cH:7][cH:8]1.[CH3:22][OH:23].[Na+:21].[OH-:20]>>[CH3:1][O:2][c:3]1[c:4](-[n:9]2[n:10][cH:11][c:12]([CH3:19])[c:13]2[C:14](=[O:15])[OH:16])[cH:5][cH:6][cH:7][cH:8]1. Reactants: C[Si](C)(C)CCOCn1ncc(C#N)c1Nc1ccc(S(C)(=O)=O)cc1, CCO, Cl, [Na+], O=C([O-])O. The product is CS(=O)(=O)c1ccc(Nc2n[nH]cc2C#N)cc1. As a reaction SMILES: [CH3:1][S:2](=[O:3])(=[O:4])[c:5]1[cH:6][cH:7][c:8]([NH:11][c:12]2[c:13]([C:25]#[N:26])[cH:14][n:15][n:16]2[CH2:17][O:18][CH2:19][CH2:20][Si:21]([CH3:22])([CH3:23])[CH3:24])[cH:9][cH:10]1.[CH3:33][CH2:34][OH:35].[ClH:27].[Na+:32].[O-:28][C:29]([OH:30])=[O:31]>>[CH3:1][S:2](=[O:3])(=[O:4])[c:5]1[cH:6][cH:7][c:8]([NH:11][c:12]2[c:13]([C:25]#[N:26])[cH:14][nH:15][n:16]2)[cH:9][cH:10]1.